Dataset: the Open Reaction Database (ORD), a public repository of structured organic reaction records. Task: describe an organic reaction: reactants, conditions, products, and yield Reactants: Cc1nc(-n2ccc(O)cc2=O)sc1C(=O)NCc1ccccc1, ClCc1ccc(Cl)s1. Yields the product Cc1nc(-n2ccc(OCc3ccc(Cl)s3)cc2=O)sc1C(=O)NCc1ccccc1. As a reaction SMILES: [CH2:9]([c:10]1[cH:11][cH:12][cH:13][cH:14][cH:15]1)[NH:16][C:17](=[O:18])[c:19]1[c:20]([CH3:32])[n:21][c:22](-[n:24]2[c:25](=[O:31])[cH:26][c:27]([OH:30])[cH:28][cH:29]2)[s:23]1.[Cl:1][c:2]1[s:3][c:4]([CH2:7][Cl:8])[cH:5][cH:6]1>>[Cl:1][c:2]1[s:3][c:4]([CH2:7][O:30][c:27]2[cH:26][c:25](=[O:31])[n:24](-[c:22]3[n:21][c:20]([CH3:32])[c:19]([C:17]([NH:16][CH2:9][c:10]4[cH:11][cH:12][cH:13][cH:14][cH:15]4)=[O:18])[s:23]3)[cH:29][cH:28]2)[cH:5][cH:6]1. Reactants: NC[C@@H]1[C@H]2CC(C[C@H]2CN1C(=O)C=1N=C(SC1C=1C=C(C=CC1)C)C)C ([(1S,2S,5R)-2-aminomethyl-7-methyl-3-aza-bicyclo[3.3.0]oct-3-yl]-(2-methyl-5-m-tolyl-thiazol-4-yl)-methanone), COC1=CC=CC(=N1)C(=O)O (6-methoxy-pyridine-2-carboxylic acid). The product is CC1C[C@H]2CN([C@@H]([C@H]2C1)CNC(=O)C1=NC(=CC=C1)OC)C(=O)C=1N=C(SC1C=1C=C(C=CC1)C)C (6-Methoxy-pyridine-2-carboxylic acid-(1S,2S,5R)-[7-methyl-3-(2-methyl-5-m-tolyl-thiazole-4-carbonyl)-3-aza-bicyclo[3.3.0]oct-2-ylmethyl]-amide). As a reaction SMILES: [NH2:1][CH2:2][C@H:3]1[N:10]([C:11]([C:13]2[N:14]=[C:15]([CH3:25])[S:16][C:17]=2[C:18]2[CH:19]=[C:20]([CH3:24])[CH:21]=[CH:22][CH:23]=2)=[O:12])[CH2:9][C@H:8]2[C@@H:4]1[CH2:5][CH:6]([CH3:26])[CH2:7]2.[CH3:27][O:28][C:29]1[N:34]=[C:33]([C:35](O)=[O:36])[CH:32]=[CH:31][CH:30]=1>>[CH3:26][CH:6]1[CH2:5][C@H:4]2[C@H:8]([CH2:9][N:10]([C:11]([C:13]3[N:14]=[C:15]([CH3:25])[S:16][C:17]=3[C:18]3[CH:19]=[C:20]([CH3:24])[CH:21]=[CH:22][CH:23]=3)=[O:12])[C@@H:3]2[CH2:2][NH:1][C:35]([C:33]2[CH:32]=[CH:31][CH:30]=[C:29]([O:28][CH3:27])[N:34]=2)=[O:36])[CH2:7]1. Procedure: prepared by reaction of [(1S,2S,5R)-2-aminomethyl-7-methyl-3-aza-bicyclo[3.3.0]oct-3-yl]-(2-methyl-5-m-tolyl-thiazol-4-yl)-methanone with 6-methoxy-pyridine-2-carboxylic acid. Reactants: NC1=CC=CC2=CC=CC(=C12)N (1,8-Diaminonaphthalene), CCOCC (ether), Cl (hydrochloric acid), OC(C(=O)O)(CC)C (2-hydroxy-2-methyl butyric acid), C(C)O (ethanol). Product: Cl.C(C)C(O)(C=1NC=2C=CC=C3C=CC=C(N1)C23)C (α-ethyl-α-methyl-2-perimidinemethanol, hydrochloride). Reaction SMILES: [NH2:1][C:2]1[C:11]2[C:6](=[CH:7][CH:8]=[CH:9][C:10]=2[NH2:12])[CH:5]=[CH:4][CH:3]=1.[OH:13][C:14]([CH3:20])([CH2:18][CH3:19])[C:15](O)=O.C(O)C.CCOCC.[ClH:29]>>[ClH:29].[CH2:18]([C:14]([CH3:20])([C:15]1[NH:1][C:2]2[CH:3]=[CH:4][CH:5]=[C:6]3[C:11]=2[C:10]([N:12]=1)=[CH:9][CH:8]=[CH:7]3)[OH:13])[CH3:19] |f:5.6|. Procedure details: 1,8-Diaminonaphthalene (44.5 g, 0.282 mole) is suspended in 400 ml of 4N hydrochloric acid. To this suspension is added 2-hydroxy-2-methyl butyric acid (50 g, 0.423 mole) and the whole is stirred and heated under reflux for 96 hours. Then the reaction mixture is allowed to cool and is filtered, yielding a gray-green solid. The solid is heated and stirred with 1 liter of refluxing ethanol, and is filtered while hot to remove unreacted starting materials. The filtrate is concentrated to dryness an... Starting materials: C[Si](CCOCN1C=CC2=C1N=CN=C2C=2C=NN(C2)C(CC=O)CC)(C)C (3-[4-(7-[2-(trimethylsilyl)ethoxy]methyl-7H-pyrrolo[2,3-d]pyrimidin-4-yl)-1H-pyrazol-1-yl]pentanal), CO (methanol), Cl.O(C)N (methoxylamine hydrochloride), C([O-])(O)=O.[K+] (potassium bicarbonate). The solvent is O (water). Reaction conditions: time 2 hour. The product is CON=CCC(CC)N1N=CC(=C1)C=1C2=C(N=CN1)N(C=C2)COCC[Si](C)(C)C (3-[4-(7-[2-(trimethylsilyl)-ethoxy]methyl-7H-pyrrolo[2,3-d]pyrimidin-4-yl)-1H-pyrazol-1-yl]pentanal O-methyloxime). Reaction SMILES: [CH3:1][Si:2]([CH3:28])([CH3:27])[CH2:3][CH2:4][O:5][CH2:6][N:7]1[C:11]2[N:12]=[CH:13][N:14]=[C:15]([C:16]3[CH:17]=[N:18][N:19]([CH:21]([CH2:25][CH3:26])[CH2:22][CH:23]=O)[CH:20]=3)[C:10]=2[CH:9]=[CH:8]1.CO.Cl.[O:32]([NH2:34])[CH3:33].C(=O)(O)[O-].[K+]>O>[CH3:33][O:32][N:34]=[CH:23][CH2:22][CH:21]([N:19]1[CH:20]=[C:16]([C:15]2[C:10]3[CH:9]=[CH:8][N:7]([CH2:6][O:5][CH2:4][CH2:3][Si:2]([CH3:28])([CH3:1])[CH3:27])[C:11]=3[N:12]=[CH:13][N:14]=2)[CH:17]=[N:18]1)[CH2:25][CH3:26] |f:2.3,4.5|. Reported procedure: To a solution of 3-[4-(7-[2-(trimethylsilyl)ethoxy]methyl-7H-pyrrolo[2,3-d]pyrimidin-4-yl)-1H-pyrazol-1-yl]pentanal (70 mg, 0.0002 mol) in methanol (2 mL, 0.05 mol) was added methoxylamine hydrochloride (19 mg, 0.00022 mol) and potassium bicarbonate (22 mg, 0.00022 mol). The reaction was stirred at room temperature for 2 h, water was added and the product was extracted with ethyl acetate. The combined extracts were washed with saturated sodium chloride, dried over magnesium sulfate, was filtered... The reactants are C1(CC1)NC(=O)C1=C(C=2C(=NC(=C(C2C)Cl)OC)S1)N (3-amino-5-chloro-6-methoxy-4-methyl-thieno[2,3-b]pyridine-2-carboxylic acid cyclopropylamide), solid, C[S-].[Na+] (sodium thiomethoxide). Solvent: CN(C)C=O (DMF). Conditions: temperature 100 celsius, time 10 minute. Product: C1(CC1)NC(=O)C1=C(C=2C(=NC(=C(C2C)Cl)O)S1)N (3-Amino-5-chloro-6-hydroxy-4-methyl-thieno[2,3-b]pyridine-2-carboxylic acid cyclopropylamide). The yield is 86.5%. RXN SMILES: [CH:1]1([NH:4][C:5]([C:7]2[S:19][C:10]3=[N:11][C:12]([O:17]C)=[C:13]([Cl:16])[C:14]([CH3:15])=[C:9]3[C:8]=2[NH2:20])=[O:6])[CH2:3][CH2:2]1.C[S-].[Na+]>CN(C=O)C>[CH:1]1([NH:4][C:5]([C:7]2[S:19][C:10]3=[N:11][C:12]([OH:17])=[C:13]([Cl:16])[C:14]([CH3:15])=[C:9]3[C:8]=2[NH2:20])=[O:6])[CH2:3][CH2:2]1 |f:1.2|. Procedure: To a solution of 3-amino-5-chloro-6-methoxy-4-methyl-thieno[2,3-b]pyridine-2-carboxylic acid cyclopropylamide (5.0 g, 16.04 mmol) in DMF (45 ml) is added solid 95% sodium thiomethoxide (1.30 g, 17.64 mmol). The reaction vessel is sealed and heated at 100° C. for 5 hours. The reaction is cooled to room temperature and quenched by the addition of water (75 ml). The mixture is acidified to pH2 by the addition of 5N HCl. Gradually, a thick, white precipitate is formed, which is stirred at 0° C. for ... Starting materials: C(C)(C)(C)[Si](C)(C)OCCI (t-butyl-(2-iodoethyloxy)dimethylsilane), C(CCC)[Li] (n-butyl lithium), ClC1=CC=C(C=C1)S(=O)(=O)CC1=C(C=CC(=C1)F)F (2-[(4-chlorophenyl)sulfonylmethyl]-1,4-difluorobenzene). Run in C(C)(=O)OCC (ethyl acetate), O (Water), ClCCl (dichloromethane), CCCCCC (hexane), C(OC)COC (dimethoxyethane), CCCCCC (hexane), C(OC)COC (dimethoxyethane), CCCCCC (hexane). Run at temperature -78 celsius, time 15 minute. Product: ClC1=CC=C(C=C1)S(=O)(=O)C(CCO)C1=C(C=CC(=C1)F)F (3-[(4-Chlorophenyl)sulfonyl]-3-(2,5-difluorophenyl)-1-propanol). The yield is 88.2%. As a reaction SMILES: C([Li])CCC.[Cl:6][C:7]1[CH:12]=[CH:11][C:10]([S:13]([CH2:16][C:17]2[CH:22]=[C:21]([F:23])[CH:20]=[CH:19][C:18]=2[F:24])(=[O:15])=[O:14])=[CH:9][CH:8]=1.C([Si]([O:32][CH2:33][CH2:34]I)(C)C)(C)(C)C>ClCCl.CCCCCC.C(OCC)(=O)C.O.C(COC)OC>[Cl:6][C:7]1[CH:12]=[CH:11][C:10]([S:13]([CH:16]([C:17]2[CH:22]=[C:21]([F:23])[CH:20]=[CH:19][C:18]=2[F:24])[CH2:34][CH2:33][OH:32])(=[O:15])=[O:14])=[CH:9][CH:8]=1. Reported procedure: Process 2: Under an argon atmosphere and at −78° C., n-butyl lithium (a 1.57M hexane solution, 4.62 ml, 7.26 mmol) was added to a dimethoxyethane solution (50 ml) of the 2-[(4-chlorophenyl)sulfonylmethyl]-1,4-difluorobenzene (2.00 g, 6.60 mmol) obtained in Example 5. The temperature of the resulting mixture was elevated to room temperature, and stirring was performed for 15 minutes. After cooling the reaction mixture to −78° C., a dimethoxyethane solution (5 ml) of t-butyl-(2-iodoethyloxy)dimeth... Reactants: OC[C@H](C1=CC=CC=C1)NC([C@](CCC(C)C)(C1=CC=CC=C1)C)=O ((2R)—N-[(1S)-2-hydroxy-1-phenylethyl]-2,5-dimethyl-2-phenylhexanamide), S(O)(O)(=O)=O (sulfuric acid). The solvent is O1CCOCC1 (1,4-dioxane). Product: C[C@](C(=O)O)(CCC(C)C)C1=CC=CC=C1 ((2S)-2,5-dimethyl-2-phenylhexanoic acid). Yield: 73.0%. As a reaction SMILES: OC[C@@H](N[C:11](=[O:25])[C@@:12]([CH3:24])([C:18]1[CH:23]=[CH:22][CH:21]=[CH:20][CH:19]=1)[CH2:13][CH2:14][CH:15]([CH3:17])[CH3:16])C1C=CC=CC=1.S(=O)(=O)(O)[OH:27]>O1CCOCC1>[CH3:24][C@@:12]([C:18]1[CH:19]=[CH:20][CH:21]=[CH:22][CH:23]=1)([CH2:13][CH2:14][CH:15]([CH3:16])[CH3:17])[C:11]([OH:25])=[O:27]. Reported procedure: To a solution of Example 40A (4.26 g, 12.55 mmol) in 1,4-dioxane (15 mL) was added 4M sulfuric acid (15 mL) and the reaction was stirred at reflux for 48 hours. The solution was concentrated in vacuo and partitioned between water and methylene chloride. The methylene chloride layer was dried with sodium sulfate, filtered, and concentrated in vacuo. The residue was chromatographed on silica gel eluting with hexane, 10% ethyl acetate in hexane, and 20% ethyl acetate in hexane to give the title com...